Dataset: the Open Reaction Database (ORD), a public repository of structured organic reaction records. Task: describe an organic reaction: reactants, conditions, products, and yield Reactants: Nc1ccccc(O)c1=O, COC(=O)C1=C(O)c2ccccc2S(=O)(=O)N1C, Cc1ccccc1C. Product: CN1C(C(=O)Nc2ccccc(O)c2=O)=C(O)c2ccccc2S1(=O)=O. As a reaction SMILES: [NH2:19][c:20]1[c:21](=[O:28])[c:22]([OH:27])[cH:23][cH:24][cH:25][cH:26]1.[OH:1][C:2]1=[C:3]([C:15]([O:17][CH3:16])=[O:18])[N:4]([CH3:14])[S:5](=[O:12])(=[O:13])[c:6]2[c:7]1[cH:8][cH:9][cH:10][cH:11]2.[c:29]1([CH3:30])[c:31]([CH3:32])[cH:33][cH:34][cH:35][cH:36]1>>[OH:1][C:2]1=[C:3]([C:15](=[O:17])[NH:19][c:20]2[c:21](=[O:28])[c:22]([OH:27])[cH:23][cH:24][cH:25][cH:26]2)[N:4]([CH3:14])[S:5](=[O:12])(=[O:13])[c:6]2[c:7]1[cH:8][cH:9][cH:10][cH:11]2. Starting materials: C(C1=CC=CC=C1)OC(=O)NCCC[C@H](C(=O)OCC)NC(=O)NCC1=CC=C(C=C1)NC(=O)OC(C)(C)C ((R)-ethyl 5-(benzyloxycarbonylamino)-2-(3-(4-(tert-butoxy-carbonylamino)benzyl)ureido)pentanoate), C(C)(=O)OC(C)=O (acetic anhydride). Reagents/catalysts: [Pd] (Pd/C). The solvent is CO (MeOH). Run at time 4 hour. Yields the product C(C)(=O)NCCC[C@H](C(=O)OCC)NC(=O)NCC1=CC=C(C=C1)NC(=O)OC(C)(C)C ((R)-ethyl 5-acetamido-2-(3-(4-(tert-butoxycarbonylamino)benzyl)ureido)pentanoate). Isolated yield 88.8%. Reaction SMILES: C([O:8][C:9]([NH:11][CH2:12][CH2:13][CH2:14][C@@H:15]([NH:21][C:22]([NH:24][CH2:25][C:26]1[CH:31]=[CH:30][C:29]([NH:32][C:33]([O:35][C:36]([CH3:39])([CH3:38])[CH3:37])=[O:34])=[CH:28][CH:27]=1)=[O:23])[C:16]([O:18][CH2:19][CH3:20])=[O:17])=O)C1C=CC=CC=1.[C:40](OC(=O)C)(=O)C>CO.[Pd]>[C:9]([NH:11][CH2:12][CH2:13][CH2:14][C@@H:15]([NH:21][C:22]([NH:24][CH2:25][C:26]1[CH:27]=[CH:28][C:29]([NH:32][C:33]([O:35][C:36]([CH3:37])([CH3:39])[CH3:38])=[O:34])=[CH:30][CH:31]=1)=[O:23])[C:16]([O:18][CH2:19][CH3:20])=[O:17])(=[O:8])[CH3:40]. Reported procedure: (R)-ethyl 5-(benzyloxycarbonylamino)-2-(3-(4-(tert-butoxy-carbonylamino)benzyl)ureido)pentanoate (1 equivalent, 115 mg, 0.21 mmol) was dissolved in 50 ml of MeOH. The Pd/C (12 mg) and the acetic anhydride (3 equivalent, 60 μl, 0.63 mmol). The reaction mixture was stirred under hydrogen at room temperature for 4 h. Then the mixture was filtrated on celite and the filter was concentrated. the crude was washed by 30 ml NaHCO3 and extracted by 3×30 ml EtOAc. The organic phase was dried over Na2SO4, ... The reactants are ClC(=O)N1CC(C1)OC1=CC(=CC=C1)Cl (1-chlorocarbonyl-3-(3-chlorophenoxy)azetidine), C(C=C)N (2-propenylamine). Reported procedure: A solution of 5.4 g (0.017 mole) of 1-chlorocarbonyl-3-(3-chlorophenoxy)azetidine in 20 ml of tetrahydrofuran was treated with 2.3 g (0.04 mole) of 2-propenylamine and stirred for 2 hr. The reaction solution was concentrated in vacuo to a rose beige solid. Trituration of the solid with water gave, after filtering, 4.4 g of crude product. After drying, the solid was recrystallized with charcoal treatment from 2% acetone/isopropyl ether to yield 1.7 g (37.5%) of pale beige crystals, m.p. 87°-89° C... Product: ClC=1C=C(OC2CN(C2)C(=O)NCC=C)C=CC1 (3-(3-Chlorophenoxy)-N-(2-propenyl)-1-azetidinecarboxamide). Solvent: O1CCCC1 (tetrahydrofuran). Isolated yield 37.5%. RXN SMILES: Cl[C:2]([N:4]1[CH2:7][CH:6]([O:8][C:9]2[CH:14]=[CH:13][CH:12]=[C:11]([Cl:15])[CH:10]=2)[CH2:5]1)=[O:3].[CH2:16]([NH2:19])[CH:17]=[CH2:18]>O1CCCC1>[Cl:15][C:11]1[CH:10]=[C:9]([CH:14]=[CH:13][CH:12]=1)[O:8][CH:6]1[CH2:7][N:4]([C:2]([NH:19][CH2:16][CH:17]=[CH2:18])=[O:3])[CH2:5]1. Run at time 2 hour. Reactants: BrC=1C=C2C(=CN1)N(N=C2C2=CC=CC(=N2)N2C[C@H](CCC2)NC(OC(C)(C)C)=O)C2OCCCC2 (tert-butyl (3S)-1-(6-(5-bromo-1-(tetrahydro-2H-pyran-2-yl)-1H-pyrazolo[3,4-c]pyridin-3-yl)pyridin-2-yl)piperidin-3-ylcarbamate), CC(C)(C)NC(=O)N ((1,1-dimethylethyl)urea). The product is N[C@@H]1CN(CCC1)C1=CC=CC(=N1)C1=NNC2=CN=C(C=C21)NC(=O)N ((S)-1-(3-(6-(3-aminopiperidin-1-yl)pyridin-2-yl)-1H-pyrazolo[3,4-c]pyridin-5-yl)urea). Isolated yield 23.0%. Procedure details: Following the Buchwald-Hartwig procedure of Example 224, tert-butyl (3S)-1-(6-(5-bromo-1-(tetrahydro-2H-pyran-2-yl)-1H-pyrazolo[3,4-c]pyridin-3-yl)pyridin-2-yl)piperidin-3-ylcarbamate and (1,1-dimethylethyl)urea were reacted and deprotected by the procedure of Example 229. The mixture was purified via reverse phase HPLC using a gradient of MeOH in water with 0.1% NH4OH to afford 20 mg (23%) of 298 over three steps. ESI MS m/z 353.2 (M+1). 1H NMR (400 MHz, DMSO): 9.14 (s, 1H), 8.96 (s, 1H), 8.75 ... RXN SMILES: Br[C:2]1[CH:3]=[C:4]2[C:10]([C:11]3[N:16]=[C:15]([N:17]4[CH2:22][CH2:21][CH2:20][C@H:19]([NH:23]C(=O)OC(C)(C)C)[CH2:18]4)[CH:14]=[CH:13][CH:12]=3)=[N:9][N:8](C3CCCCO3)[C:5]2=[CH:6][N:7]=1.CC([NH:41][C:42]([NH2:44])=[O:43])(C)C>>[NH2:23][C@H:19]1[CH2:20][CH2:21][CH2:22][N:17]([C:15]2[N:16]=[C:11]([C:10]3[C:4]4[C:5](=[CH:6][N:7]=[C:2]([NH:41][C:42]([NH2:44])=[O:43])[CH:3]=4)[NH:8][N:9]=3)[CH:12]=[CH:13][CH:14]=2)[CH2:18]1.